Dataset: the Open Reaction Database (ORD), a public repository of structured organic reaction records. Task: describe an organic reaction: reactants, conditions, products, and yield Reactants: C1CCOC1, Nc1nccn2c(C3CCC3)nc(-c3cccc(OCc4cccc(CO)c4)c3)c12, O=C1NC(=O)c2ccccc21, CC(C)OC(=O)N=NC(=O)OC(C)C. Yields the product Nc1nccn2c(C3CCC3)nc(-c3cccc(OCc4cccc(CN5C(=O)c6ccccc6C5=O)c4)c3)c12. As a reaction SMILES: [CH2:56]1[O:57][CH2:58][CH2:59][CH2:60]1.[NH2:12][c:13]1[c:14]2[n:15]([cH:16][cH:17][n:18]1)[c:19]([CH:38]1[CH2:39][CH2:40][CH2:41]1)[n:20][c:21]2-[c:22]1[cH:23][c:24]([O:25][CH2:26][c:27]2[cH:28][c:29]([CH2:33][OH:34])[cH:30][cH:31][cH:32]2)[cH:35][cH:36][cH:37]1.[O:1]=[C:2]1[NH:3][C:4](=[O:5])[c:6]2[cH:7][cH:8][cH:9][cH:10][c:11]21.[O:42]=[C:43]([O:44][CH:45]([CH3:46])[CH3:47])[N:48]=[N:49][C:50]([O:51][CH:52]([CH3:53])[CH3:54])=[O:55]>>[O:1]=[C:2]1[N:3]([CH2:33][c:29]2[cH:28][c:27]([CH2:26][O:25][c:24]3[cH:23][c:22](-[c:21]4[c:14]5[c:13]([NH2:12])[n:18][cH:17][cH:16][n:15]5[c:19]([CH:38]5[CH2:39][CH2:40][CH2:41]5)[n:20]4)[cH:37][cH:36][cH:35]3)[cH:32][cH:31][cH:30]2)[C:4](=[O:5])[c:6]2[cH:7][cH:8][cH:9][cH:10][c:11]21. The reactants are OO (hydrogen peroxide), C(C)(=O)OCCCCCC1=NC=CC=C1 (5-(2-pyridyl)-pentan-1-yl acetate), C(C)(=O)O (acetic acid), C=O (paraformaldehyde). Reaction conditions: temperature 95 celsius, time 16 hour. The product is N1=C(C=CC=C1)C(CCCCOC(C)=O)OC(C)=O (1-(2-pyridyl)-1,5-diacetoxy pentane). Reaction SMILES: OO.[C:3]([O:6][CH2:7][CH2:8][CH2:9][CH2:10][CH2:11][C:12]1[CH:17]=[CH:16][CH:15]=[CH:14][N:13]=1)(=[O:5])[CH3:4].C=O.[C:20]([OH:23])(=[O:22])[CH3:21]>>[N:13]1[CH:14]=[CH:15][CH:16]=[CH:17][C:12]=1[CH:11]([O:23][C:20](=[O:22])[CH3:21])[CH2:10][CH2:9][CH2:8][CH2:7][O:6][C:3](=[O:5])[CH3:4]. Procedure: Aqueous hydrogen peroxide (13 mls of 30% solution) was added over 2 hours to a solution of 5-(2-pyridyl)-pentan-1-yl acetate (13.0 gms) in acetic acid (50 mls) at 75° C. After 16 hours and mixture was heated to 95° C and paraformaldehyde (1.8 gms) was added. After a further 2 hours the solvent was evaporated in vacuo and the residual oil was added to acetic anhydride (50 mls) and heated at 95° C for 6 hours. The solvent was evaporated and the product was poured onto ice, neutralised with potassi... Reactants: NC1=C(C=NN1C1=CC2=C(NC(=N2)C)C=C1)C(=O)C=1N(C(=C(C1)Br)Br)CC1=CC=C(C=C1)OC ([5-Amino-1-(2-methyl-1H-benzimidazol-5-yl)-1H-pyrazol-4-yl]-[4,5-dibromo-1-(4-methoxy-benzyl)-1H-pyrrol-2-yl]-methanone), [OH-].[Na+] (sodium hydroxide). Solvent: C(C)(=O)OCC.S(O)(O)(=O)=O (ethyl acetate sulfuric acid). Reaction conditions: temperature 80 celsius, time 4 hour. Product: NC1=C(C=NN1C1=CC2=C(NC(=N2)C)C=C1)C(=O)C=1NC(=C(C1)Br)Br ([5-amino-1-(2-methyl-1H-benzimidazol-5-yl)-1H-pyrazol-4-yl]-(4,5-dibromo-1H-pyrrol-2-yl)-methanone). As a reaction SMILES: [NH2:1][C:2]1[N:6]([C:7]2[CH:16]=[CH:15][C:10]3[NH:11][C:12]([CH3:14])=[N:13][C:9]=3[CH:8]=2)[N:5]=[CH:4][C:3]=1[C:17]([C:19]1[N:20](CC2C=CC(OC)=CC=2)[C:21]([Br:25])=[C:22]([Br:24])[CH:23]=1)=[O:18].[OH-].[Na+]>C(OCC)(=O)C.S(=O)(=O)(O)O>[NH2:1][C:2]1[N:6]([C:7]2[CH:16]=[CH:15][C:10]3[NH:11][C:12]([CH3:14])=[N:13][C:9]=3[CH:8]=2)[N:5]=[CH:4][C:3]=1[C:17]([C:19]1[NH:20][C:21]([Br:25])=[C:22]([Br:24])[CH:23]=1)=[O:18] |f:1.2,3.4|. Reported procedure: [5-Amino-1-(2-methyl-1H-benzimidazol-5-yl)-1H-pyrazol-4-yl]-[4,5-dibromo-1-(4-methoxy-benzyl)-1H-pyrrol-2-yl]-methanone (317 mg) was dissolved in ethyl acetate/sulfuric acid (4/1; 5 ml). This was stirred at 80° C. for four hours. The pH of the reaction mixture was adjusted to 11 (basic) using an aqueous solution of 5 M sodium hydroxide while cooling it on ice. The reaction mixture was extracted with ethyl acetate/tetrahydrofuran (THF) (10 ml). The organic layer was washed with an aqueous solutio... Starting materials: C(CCC)C=1NC(CN1)=O (2-butyl-2-imidazolin-5-one), C(C)(C)OC(N(C)C)OC(C)C (N,N-dimethylformamide diisopropyl acetal). Run in C(Cl)Cl (methylene chloride). Yields the product C(CCC)C=1NC(C(N1)=CN(C)C)=O (2-butyl-4-dimethylaminomethylene-2-imidazolin-5-one). Isolated yield 77.1%. Reaction SMILES: [CH2:1]([C:5]1[NH:6][C:7](=[O:10])[CH2:8][N:9]=1)[CH2:2][CH2:3][CH3:4].C(O[CH:15](OC(C)C)[N:16]([CH3:18])[CH3:17])(C)C>C(Cl)Cl>[CH2:1]([C:5]1[NH:6][C:7](=[O:10])[C:8](=[CH:15][N:16]([CH3:18])[CH3:17])[N:9]=1)[CH2:2][CH2:3][CH3:4]. Procedure details: A solution of 5.00 g (35.67 mmol) of 2-butyl-2-imidazolin-5-one and 7.02 g (39.24 mmol) of N,N-dimethylformamide diisopropyl acetal in 25 ml of methylene chloride was stirred at room temperature for 2.5 hours. Then, the solvent was removed on a Rotavapor, and the residue was treated with 40 ml of methylene chloride. The solution thus obtained was washed twice, each time with 10 ml of water, and dried (MgSO4) and concentrated on the Rotavapor. The residue was then dried in a high vacuum. 5.37 g o... The reactants are CC=C1CCN(C(=O)OCc2ccccc2)C1, ClCCl, [Na+], [Na+], O=C(OO)c1cccc(Cl)c1, O=S([O-])[O-]. Reaction SMILES: [CH2:1]([c:2]1[cH:3][cH:4][cH:5][cH:6][cH:7]1)[O:8][C:9](=[O:10])[N:11]1[CH2:12][C:13](=[CH:16][CH3:17])[CH2:14][CH2:15]1.[Cl:35][CH2:36][Cl:37].[Na+:33].[Na+:34].[OH:18][O:19][C:20]([c:21]1[cH:22][c:23]([Cl:24])[cH:25][cH:26][cH:27]1)=[O:28].[S:29]([O-:30])([O-:31])=[O:32]>>[CH2:1]([c:2]1[cH:3][cH:4][cH:5][cH:6][cH:7]1)[O:8][C:9](=[O:10])[N:11]1[CH2:12][C:13]2([CH2:14][CH2:15]1)[CH:16]([CH3:17])[O:18]2. The product is CC1OC12CCN(C(=O)OCc1ccccc1)C2. Starting materials: COC1=NC2=CC=CC=C2C=C1NC(OC1=CC=CC=C1)=O (Phenyl N-(2-methoxyquinolin-3-yl)carbamate), CC=1C=C(C=C(C1)C)N1CCNCC1 (1-(3,5-dimethylphenyl)piperazine). Yields the product COC1=NC2=CC=CC=C2C=C1NC(=O)N1CCN(CC1)C1=CC(=CC(=C1)C)C (1-[(2-Methoxyquinolin-3-yl)aminocarbonyl]-4-(3,5-dimethylphenyl)piperazine). Yield: 79.0%. Reaction SMILES: [CH3:1][O:2][C:3]1[C:12]([NH:13][C:14](=[O:22])OC2C=CC=CC=2)=[CH:11][C:10]2[C:5](=[CH:6][CH:7]=[CH:8][CH:9]=2)[N:4]=1.[CH3:23][C:24]1[CH:25]=[C:26]([N:31]2[CH2:36][CH2:35][NH:34][CH2:33][CH2:32]2)[CH:27]=[C:28]([CH3:30])[CH:29]=1>>[CH3:1][O:2][C:3]1[C:12]([NH:13][C:14]([N:34]2[CH2:35][CH2:36][N:31]([C:26]3[CH:27]=[C:28]([CH3:30])[CH:29]=[C:24]([CH3:23])[CH:25]=3)[CH2:32][CH2:33]2)=[O:22])=[CH:11][C:10]2[C:5](=[CH:6][CH:7]=[CH:8][CH:9]=2)[N:4]=1. Procedure details: Phenyl N-(2-methoxyquinolin-3-yl)carbamate and 1-(3,5-dimethylphenyl)piperazine were reacted by the same way with the example 81 to obtain the titled compound. Starting materials: ClCCl, CC1CN(C(=O)OC(C)(C)C)CCN1Cc1cc(-c2ccccc2Cl)c2c(c1)N(c1c(Cl)cccc1Cl)C(=O)NC2, O=C(O)C(F)(F)F. The product is CC1CNCCN1Cc1cc(-c2ccccc2Cl)c2c(c1)N(c1c(Cl)cccc1Cl)C(=O)NC2. As a reaction SMILES: [CH2:49]([Cl:50])[Cl:51].[Cl:1][c:2]1[c:3](-[c:8]2[c:9]3[c:14]([cH:15][c:16]([CH2:18][N:19]4[CH:20]([CH3:32])[CH2:21][N:22]([C:25]([O:26][C:27]([CH3:28])([CH3:29])[CH3:30])=[O:31])[CH2:23][CH2:24]4)[cH:17]2)[N:13]([c:33]2[c:34]([Cl:40])[cH:35][cH:36][cH:37][c:38]2[Cl:39])[C:12](=[O:41])[NH:11][CH2:10]3)[cH:4][cH:5][cH:6][cH:7]1.[OH:42][C:43]([C:44]([F:45])([F:46])[F:47])=[O:48]>>[Cl:1][c:2]1[c:3](-[c:8]2[c:9]3[c:14]([cH:15][c:16]([CH2:18][N:19]4[CH:20]([CH3:32])[CH2:21][NH:22][CH2:23][CH2:24]4)[cH:17]2)[N:13]([c:33]2[c:34]([Cl:40])[cH:35][cH:36][cH:37][c:38]2[Cl:39])[C:12](=[O:41])[NH:11][CH2:10]3)[cH:4][cH:5][cH:6][cH:7]1. The reactants are ClC1=NC=CC2=CC=C(C=C12)C(F)(F)F (1-chloro-7-(trifluoromethyl)isoquinoline), NCC(=O)NC1CN(C1)C(=O)OC(C)(C)C (tert-butyl 3-(2-aminoacetamido)azetidine-1-carboxylate), C(=O)([O-])[O-].[Cs+].[Cs+] (Cs2CO3), C=1C=CC(=CC1)P(C=2C=CC=CC2)C3=CC=C4C=CC=CC4=C3C5=C6C=CC=CC6=CC=C5P(C=7C=CC=CC7)C=8C=CC=CC8 (BINAP). Reagents/catalysts: CC(=O)[O-].CC(=O)[O-].[Pd+2] (Pd(OAc)2). Run in C1(=CC=CC=C1)C (toluene). Run at temperature 100 celsius, time 12 hour. Yields the product FC(C1=CC=C2C=CN=C(C2=C1)NCC(=O)NC1CN(C1)C(=O)OC(C)(C)C)(F)F (tert-butyl 3-(2-(7-(trifluoromethyl)isoquinolin-1-ylamino)acetamido)azetidine-1-carboxylate). RXN SMILES: Cl[C:2]1[C:11]2[C:6](=[CH:7][CH:8]=[C:9]([C:12]([F:15])([F:14])[F:13])[CH:10]=2)[CH:5]=[CH:4][N:3]=1.[NH2:16][CH2:17][C:18]([NH:20][CH:21]1[CH2:24][N:23]([C:25]([O:27][C:28]([CH3:31])([CH3:30])[CH3:29])=[O:26])[CH2:22]1)=[O:19].C([O-])([O-])=O.[Cs+].[Cs+].C1C=CC(P(C2C(C3C(P(C4C=CC=CC=4)C4C=CC=CC=4)=CC=C4C=3C=CC=C4)=C3C(C=CC=C3)=CC=2)C2C=CC=CC=2)=CC=1>CC([O-])=O.CC([O-])=O.[Pd+2].C1(C)C=CC=CC=1>[F:13][C:12]([F:15])([F:14])[C:9]1[CH:10]=[C:11]2[C:6]([CH:5]=[CH:4][N:3]=[C:2]2[NH:16][CH2:17][C:18]([NH:20][CH:21]2[CH2:24][N:23]([C:25]([O:27][C:28]([CH3:31])([CH3:30])[CH3:29])=[O:26])[CH2:22]2)=[O:19])=[CH:7][CH:8]=1 |f:2.3.4,6.7.8|. Procedure: Into a 8 mL sealed tube, was placed 1-chloro-7-(trifluoromethyl)isoquinoline (as prepared in the previous step, 433 mg, 1.87 mmol, 1.00 equiv), tert-butyl 3-(2-aminoacetamido)azetidine-1-carboxylate (prepared as described in Example 1, Step E) (460 mg, 2.01 mmol, 1.18 equiv), Pd(OAc)2 (15 mg, 0.07 mmol, 0.05 equiv), Cs2CO3 (1500 mg, 4.60 mmol, 1.77 equiv), BINAP (30 mg, 0.05 mmol, 0.04 equiv) and toluene (2 mL). The reaction mixture was stirred for 12 h at 100° C. in an oil bath. The solids were... The reactants are N(=NC(=O)OC(C)C)C(=O)OC(C)C (diisopropyl azodicarboxilate), OCCN1CCOCC1 (4-(2-hydroxyethyl)morpholine), C1(=CC=CC=C1)P(C1=CC=CC=C1)C1=CC=CC=C1 (triphenylphosphine), C1(CCCCC1)NC(=O)C=1C(C2=CC(=CC=C2C1C1=CC=CC=C1)O)=O (6-hydroxy-1-oxo-3-phenyl-1H-indene-2-carboxylic Acid Cyclohexylamide). Run in O1CCCCC1.C1=CC=CC=C1 (tetrahydropyran benzene). Conditions: temperature 0 celsius, time 2 hour. Yields the product C1(CCCCC1)NC(=O)C=1C(C2=CC(=CC=C2C1C1=CC=CC=C1)OCCN1CCOCC1)=O (6-(2-morpholine-4-ylethoxy)-1-oxo-3-phenyl-1H-indene-2-carboxylic Acid Cyclohexylamide). The yield is 87.4%. As a reaction SMILES: [CH:1]1([NH:7][C:8]([C:10]2[C:11](=[O:26])[C:12]3[C:17]([C:18]=2[C:19]2[CH:24]=[CH:23][CH:22]=[CH:21][CH:20]=2)=[CH:16][CH:15]=[C:14]([OH:25])[CH:13]=3)=[O:9])[CH2:6][CH2:5][CH2:4][CH2:3][CH2:2]1.O[CH2:28][CH2:29][N:30]1[CH2:35][CH2:34][O:33][CH2:32][CH2:31]1.C1(P(C2C=CC=CC=2)C2C=CC=CC=2)C=CC=CC=1.N(C(OC(C)C)=O)=NC(OC(C)C)=O>O1CCCCC1.C1C=CC=CC=1>[CH:1]1([NH:7][C:8]([C:10]2[C:11](=[O:26])[C:12]3[C:17]([C:18]=2[C:19]2[CH:20]=[CH:21][CH:22]=[CH:23][CH:24]=2)=[CH:16][CH:15]=[C:14]([O:25][CH2:28][CH2:29][N:30]2[CH2:35][CH2:34][O:33][CH2:32][CH2:31]2)[CH:13]=3)=[O:9])[CH2:6][CH2:5][CH2:4][CH2:3][CH2:2]1 |f:4.5|. Reported procedure: 6-Hydroxy-1-oxo-3-phenyl-1H-indene-2-carboxylic acid cyclohexylamide (141 mg, 0.41 mmol) obtained in Step 3 was dissolved in tetrahydropyran/benzene (3 mL/2 mL), and 4-(2-hydroxyethyl)morpholine (99 μl, 0.82 mmol) and triphenylphosphine (215 mg, 0.82 mmol) were added thereto. Then, diisopropyl azodicarboxilate (149 μl, 0.82 mmol) was added slowly thereto at 0° C., and stirred for 2 hrs at RT. The resulting mixture washed with saturated saline and extracted with ethyl acetate. The organic layer w...